describe an organic reaction: reactants, conditions, products, and yield From a dataset of the Open Reaction Database (ORD), a public repository of structured organic reaction records. Starting materials: O=C([O-])[O-], C1CCOC1, COc1c(C=O)cccc1[N+](=O)[O-], COC[P+](c1ccccc1)(c1ccccc1)c1ccccc1, COC=Cc1cccc([N+](=O)[O-])c1OC, COC=Cc1cccc([N+](=O)[O-])c1OC, [Cl-], Cl, [K+], [K+], [Na+], [Na+], O=C([O-])[O-], C1COCCOCCOCCOCCOCCO1. Product: COc1c(CC=O)cccc1[N+](=O)[O-]. RXN SMILES: [C:55](=[O:56])([O-:57])[O-:58].[CH2:97]1[O:98][CH2:99][CH2:100][CH2:101]1.[CH3:1][O:2][c:3]1[c:4]([N+:5]([O-:6])=[O:7])[cH:8][cH:9][cH:10][c:11]1[CH:12]=[O:13].[CH3:33][O:34][CH2:35][P+:36]([c:37]1[cH:38][cH:39][cH:40][cH:41][cH:42]1)([c:43]1[cH:44][cH:45][cH:46][cH:47][cH:48]1)[c:49]1[cH:50][cH:51][cH:52][cH:53][cH:54]1.[CH3:61][O:62][c:63]1[c:64]([CH:72]=[CH:73][O:74][CH3:75])[cH:65][cH:66][cH:67][c:68]1[N+:69](=[O:70])[O-:71].[CH3:76][O:77][c:78]1[c:79]([N+:80]([O-:81])=[O:82])[cH:83][cH:84][cH:85][c:86]1[CH:87]=[CH:88][O:89][CH3:90].[Cl-:32].[ClH:102].[K+:59].[K+:60].[Na+:91].[Na+:92].[O-:93][C:94](=[O:95])[O-:96].[O:14]1[CH2:15][CH2:16][O:17][CH2:18][CH2:19][O:20][CH2:21][CH2:22][O:23][CH2:24][CH2:25][O:26][CH2:27][CH2:28][O:29][CH2:30][CH2:31]1>>[CH3:61][O:62][c:63]1[c:64]([CH2:72][CH:73]=[O:74])[cH:65][cH:66][cH:67][c:68]1[N+:69](=[O:70])[O-:71]. Starting materials: CN1N=C(C(=C1C(=O)N)N)CCC (1-methyl-3-propyl-4-aminopyrazole-5-carboxamide), C(C)OC1=C(C(=O)Cl)C=C(C=C1)S(=O)(=O)N1CCN(CC1)C (2-ethoxy-5-(4-methylpiperazine-1-sulfonyl)-benzoyl chloride). Yields the product CCCC=1C2=C(N(N1)C)C(=O)NC(=N2)C=3C=C(C=CC3OCC)S(=O)(=O)N4CCN(CC4)C (Sildenafil). As a reaction SMILES: [CH3:1][N:2]1[C:6]([C:7]([NH2:9])=[O:8])=[C:5]([NH2:10])[C:4]([CH2:11][CH2:12][CH3:13])=[N:3]1.[CH2:14]([O:16][C:17]1[CH:25]=[CH:24][C:23]([S:26]([N:29]2[CH2:34][CH2:33][N:32]([CH3:35])[CH2:31][CH2:30]2)(=[O:28])=[O:27])=[CH:22][C:18]=1[C:19](Cl)=O)[CH3:15]>>[CH3:13][CH2:12][CH2:11][C:4]1[C:5]2[N:10]=[C:19]([C:18]3[CH:22]=[C:23]([S:26]([N:29]4[CH2:30][CH2:31][N:32]([CH3:35])[CH2:33][CH2:34]4)(=[O:27])=[O:28])[CH:24]=[CH:25][C:17]=3[O:16][CH2:14][CH3:15])[NH:9][C:7](=[O:8])[C:6]=2[N:2]([CH3:1])[N:3]=1. Procedure details: An reaction between 1-methyl-3-propyl-4-aminopyrazole-5-carboxamide and 2-ethoxy-5-(4-methylpiperazine-1-sulfonyl)-benzoyl chloride is performed, and then Sildenafil is obtained by ring closure. Reactants: CS(=O)(=O)c1ccc(N2CCC(=O)CC2)cc1, Cc1ccccc1, Nc1cc(Cl)ccc1C(=O)O, O, Cc1ccc(S(=O)(=O)O)cc1. The product is CS(=O)(=O)c1ccc(N2CCC3(CC2)Nc2cc(Cl)ccc2C(=O)O3)cc1. Reaction SMILES: [CH3:1][S:2](=[O:3])(=[O:4])[c:5]1[cH:6][cH:7][c:8]([N:11]2[CH2:12][CH2:13][C:14](=[O:17])[CH2:15][CH2:16]2)[cH:9][cH:10]1.[CH3:29][c:30]1[cH:31][cH:32][cH:33][cH:34][cH:35]1.[Cl:18][c:19]1[cH:20][c:21]([NH2:28])[c:22]([C:23](=[O:24])[OH:25])[cH:26][cH:27]1.[OH2:47].[c:36]1([CH3:37])[cH:38][cH:39][c:40]([S:41]([OH:42])(=[O:43])=[O:44])[cH:45][cH:46]1>>[CH3:1][S:2](=[O:3])(=[O:4])[c:5]1[cH:6][cH:7][c:8]([N:11]2[CH2:12][CH2:13][C:14]3([CH2:15][CH2:16]2)[O:17][C:23](=[O:24])[c:22]2[c:21]([cH:20][c:19]([Cl:18])[cH:27][cH:26]2)[NH:28]3)[cH:9][cH:10]1. Reactants: C(C)(=O)O[C@H]1[C@H](OC2=NC(=CC=C2)Cl)SC[C@H]([C@@H]1OC(C)=O)OC(C)=O (6-chloro-2-pyridinyl 2,3,4-tri-O-acetyl-5-thio-β-D-xylopyranoside), XIII, N1=CC(=CC=C1)B(O)O (3-pyridineboronic acid). Product: C(C)(=O)O[C@H]1[C@H](OC2=NC(=CC=C2)C=2C=NC=CC2)SC[C@H]([C@@H]1OC(C)=O)OC(C)=O (6-(3-Pyridinyl)-2-pyridinyl 2,3,4-tri-O-acetyl-5-thio-β-D-xylopyranoside), powder. Yield: 38.0%. Reaction SMILES: [C:1]([O:4][C@@H:5]1[C@@H:18]([O:19][C:20](=[O:22])[CH3:21])[C@H:17]([O:23][C:24](=[O:26])[CH3:25])[CH2:16][S:15][C@H:6]1[O:7][C:8]1[CH:13]=[CH:12][CH:11]=[C:10](Cl)[N:9]=1)(=[O:3])[CH3:2].[N:27]1[CH:32]=[CH:31][CH:30]=[C:29](B(O)O)[CH:28]=1>>[C:1]([O:4][C@@H:5]1[C@@H:18]([O:19][C:20](=[O:22])[CH3:21])[C@H:17]([O:23][C:24](=[O:26])[CH3:25])[CH2:16][S:15][C@H:6]1[O:7][C:8]1[CH:13]=[CH:12][CH:11]=[C:10]([C:29]2[CH:28]=[N:27][CH:32]=[CH:31][CH:30]=2)[N:9]=1)(=[O:3])[CH3:2]. Reported procedure: By carrying out the operation analogously to example 41, starting from 6-chloro-2-pyridinyl 2,3,4-tri-O-acetyl-5-thio-β-D-xylopyranoside, obtained according to preparation XIII, and 3-pyridineboronic acid, the desired product is obtained in the form of a cream powder (yield=38%). Starting materials: C(C)(=O)N1C(C(N(C(=C1)C1=CC=CC=C1)CC(=O)N[C@H](C=O)CC1=CC=CC=C1)=O)C(C)C ((2S)-2-{(3RS)-4-Acetyl-3-isopropyl-2-oxo-6-phenyl-1,2,3,4-tetrahydropyrazin-1-yl}methylcarbonylamino-3-phenylpropanal), [C-]#N.[K+] (Potassium cyanide), S(=O)(O)[O-].[Na+] (Sodium hydrogensulfite), C(C)(=O)OCC (ethyl acetate). Run in O (water), O (water), O (Water). Reaction conditions: time 30 minute. The product is C(C)(=O)N1C(C(N(C(=C1)C1=CC=CC=C1)CC(=O)N[C@H](C(C#N)O)CC1=CC=CC=C1)=O)C(C)C ((2RS,3S)-3-{(3RS)-4-Acetyl-3-isopropyl-2-oxo-6-phenyl-1,2,3,4-tetrahydropyrazin-1-yl}methylcarbonylamino-2-hydroxy-4-phenylbutanenitrile). As a reaction SMILES: [C:1]([N:4]1[CH:9]=[C:8]([C:10]2[CH:15]=[CH:14][CH:13]=[CH:12][CH:11]=2)[N:7]([CH2:16][C:17]([NH:19][C@@H:20]([CH2:23][C:24]2[CH:29]=[CH:28][CH:27]=[CH:26][CH:25]=2)[CH:21]=[O:22])=[O:18])[C:6](=[O:30])[CH:5]1[CH:31]([CH3:33])[CH3:32])(=[O:3])[CH3:2].S([O-])(O)=O.[Na+].C(OCC)(=O)C.[C-:45]#[N:46].[K+]>O>[C:1]([N:4]1[CH:9]=[C:8]([C:10]2[CH:11]=[CH:12][CH:13]=[CH:14][CH:15]=2)[N:7]([CH2:16][C:17]([NH:19][C@@H:20]([CH2:23][C:24]2[CH:29]=[CH:28][CH:27]=[CH:26][CH:25]=2)[CH:21]([OH:22])[C:45]#[N:46])=[O:18])[C:6](=[O:30])[CH:5]1[CH:31]([CH3:33])[CH3:32])(=[O:3])[CH3:2] |f:1.2,4.5|. Procedure details: (2S)-2-{(3RS)-4-Acetyl-3-isopropyl-2-oxo-6-phenyl-1,2,3,4-tetrahydropyrazin-1-yl}methylcarbonylamino-3-phenylpropanal (630 mg, Compound No. 7-1) is suspended in water (6 ml). Sodium hydrogensulfite (160 mg), water (6 ml) and ethyl acetate (18 ml) are added to the suspension, and the mixture is stirred for 30 minutes. Potassium cyanide (105 mg) is added to the mixture, and the whole is stirred for one day. Water is added to the reaction mixture, and the whole is extracted with ethyl acetate. The ... Starting materials: ClC=1C=C(C2=C(N1)N(N=C2)C(C)C)C(=O)NCC=2C(NC(=CC2C)C)=O (6-chloro-N-[(4,6-dimethyl-2-oxo-1,2-dihydro-3-pyridinyl)methyl]-1-(1-methylethyl)-1H-pyrazolo[3,4-b]pyridine-4-carboxamide), CC1(OB(OC1(C)C)C1=CC2=C(NC(N2)=O)C=C1)C (5-(4,4,5,5-tetramethyl-1,3,2-dioxaborolan-2-yl)-1,3-dihydro-2H-benzimidazol-2-one), C([O-])([O-])=O.[Na+].[Na+] (sodium carbonate). Reagents/catalysts: Cl[Pd]([P](C1=CC=CC=C1)(C2=CC=CC=C2)C3=CC=CC=C3)([P](C4=CC=CC=C4)(C5=CC=CC=C5)C6=CC=CC=C6)Cl (bis(triphenylphosphine)palladium(II) chloride). Run in CS(=O)C (DMSO). Yields the product CC1=C(C(NC(=C1)C)=O)CNC(=O)C=1C2=C(N=C(C1)C1=CC3=C(NC(N3)=O)C=C1)N(N=C2)C(C)C (N-[(4,6-Dimethyl-2-oxo-1,2-dihydro-3-pyridinyl)methyl]-1-(1-methylethyl)-6-(2-oxo-2,3-dihydro-1H-benzimidazol-5-yl)-1H-pyrazolo[3,4-b]pyridine-4-carboxamide). RXN SMILES: Cl[C:2]1[CH:3]=[C:4]([C:14]([NH:16][CH2:17][C:18]2[C:19](=[O:26])[NH:20][C:21]([CH3:25])=[CH:22][C:23]=2[CH3:24])=[O:15])[C:5]2[CH:10]=[N:9][N:8]([CH:11]([CH3:13])[CH3:12])[C:6]=2[N:7]=1.CC1(C)C(C)(C)OB([C:35]2[CH:44]=[CH:43][C:38]3[NH:39][C:40](=[O:42])[NH:41][C:37]=3[CH:36]=2)O1.C(=O)([O-])[O-].[Na+].[Na+]>Cl[Pd](Cl)([P](C1C=CC=CC=1)(C1C=CC=CC=1)C1C=CC=CC=1)[P](C1C=CC=CC=1)(C1C=CC=CC=1)C1C=CC=CC=1.CS(C)=O>[CH3:24][C:23]1[CH:22]=[C:21]([CH3:25])[NH:20][C:19](=[O:26])[C:18]=1[CH2:17][NH:16][C:14]([C:4]1[C:5]2[CH:10]=[N:9][N:8]([CH:11]([CH3:13])[CH3:12])[C:6]=2[N:7]=[C:2]([C:35]2[CH:44]=[CH:43][C:38]3[NH:39][C:40](=[O:42])[NH:41][C:37]=3[CH:36]=2)[CH:3]=1)=[O:15] |f:2.3.4,^1:54,73|. Procedure: The title compound was prepared in the same manner as described in example 74 using 6-chloro-N-[(4,6-dimethyl-2-oxo-1,2-dihydro-3-pyridinyl)methyl]-1-(1-methylethyl)-1H-pyrazolo[3,4-b]pyridine-4-carboxamide (70 mg, 0.187 mmol), 5-(4,4,5,5-tetramethyl-1,3,2-dioxaborolan-2-yl)-1,3-dihydro-2H-benzimidazol-2-one (63.3 mg, 0.243 mmol), DMSO (2 mL), sodium carbonate (0.281 mL, 0.562 mmol), and bis(triphenylphosphine)palladium(II) chloride (10.51 mg, 0.015 mmol). The final product was collected as 35 m... The reactants are C1CCOC1, [Li]CCCC, CCCCCC, CC(C)NC(C)C, Fc1ccc(Cl)c(Oc2cc(Cl)cc(Br)c2)c1, CN(C)C=O. Yields the product O=Cc1c(F)ccc(Cl)c1Oc1cc(Cl)cc(Br)c1. RXN SMILES: [CH2:41]1[O:42][CH2:43][CH2:44][CH2:45]1.[CH2:8]([Li:9])[CH2:10][CH2:11][CH3:12].[CH3:35][CH2:36][CH2:37][CH2:38][CH2:39][CH3:40].[CH:1]([NH:2][CH:3]([CH3:4])[CH3:5])([CH3:6])[CH3:7].[Cl:13][c:14]1[c:15]([O:21][c:22]2[cH:23][c:24]([Br:29])[cH:25][c:26]([Cl:28])[cH:27]2)[cH:16][c:17]([F:20])[cH:18][cH:19]1.[O:30]=[CH:31][N:32]([CH3:33])[CH3:34]>>[Cl:13][c:14]1[c:15]([O:21][c:22]2[cH:23][c:24]([Br:29])[cH:25][c:26]([Cl:28])[cH:27]2)[c:16]([CH:31]=[O:30])[c:17]([F:20])[cH:18][cH:19]1. Starting materials: C=O, CC(=O)[O-], Cn1c(COc2ccc(Cl)cc2)cc2ccccc21, CC1CCNCC1, CCOC(C)=O, Cl, [Na+]. The product is CC1CCN(Cc2c(COc3ccc(Cl)cc3)n(C)c3ccccc23)CC1. Reaction SMILES: [CH2:9]=[O:10].[CH3:12][C:13](=[O:14])[O-:15].[CH3:16][n:17]1[c:18]([CH2:26][O:27][c:28]2[cH:29][cH:30][c:31]([Cl:34])[cH:32][cH:33]2)[cH:19][c:20]2[cH:21][cH:22][cH:23][cH:24][c:25]12.[CH3:1][CH:2]1[CH2:3][CH2:4][NH:5][CH2:6][CH2:7]1.[CH3:35][CH2:36][O:37][C:38](=[O:39])[CH3:40].[ClH:8].[Na+:11]>>[CH3:1][CH:2]1[CH2:3][CH2:4][N:5]([CH2:12][c:19]2[c:18]([CH2:26][O:27][c:28]3[cH:29][cH:30][c:31]([Cl:34])[cH:32][cH:33]3)[n:17]([CH3:16])[c:25]3[c:20]2[cH:21][cH:22][cH:23][cH:24]3)[CH2:6][CH2:7]1.